Dataset: the Open Reaction Database (ORD), a public repository of structured organic reaction records. Task: describe an organic reaction: reactants, conditions, products, and yield The reactants are FC=1C=C(OC2=CC=C(C=C2)NC=2C3=C(N=C(N2)SC)C=CNC3=O)C=CC1 (4-((4-(3-fluorophenoxy)phenyl)amino)-2-(methylthio)pyrido[4,3-d]pyrimidin -5(6H)-one), BrN1C(CCC1=O)=O (N-bromosuccinimide). Solvent: CN(C)C=O (DMF). Conditions: time 1 hour. Product: BrC1=CNC(C2=C1N=C(N=C2NC2=CC=C(C=C2)OC2=CC(=CC=C2)F)SC)=O (8-Bromo-4-((4-(3-fluorophenoxy)phenyl)amino)-2-(methylthio)pyrido[4,3-d]pyrimidin-5(6H)-one). Isolated yield 86.8%. RXN SMILES: [F:1][C:2]1[CH:3]=[C:4]([CH:26]=[CH:27][CH:28]=1)[O:5][C:6]1[CH:11]=[CH:10][C:9]([NH:12][C:13]2[C:14]3[C:24](=[O:25])[NH:23][CH:22]=[CH:21][C:15]=3[N:16]=[C:17]([S:19][CH3:20])[N:18]=2)=[CH:8][CH:7]=1.[Br:29]N1C(=O)CCC1=O>CN(C=O)C>[Br:29][C:21]1[C:15]2[N:16]=[C:17]([S:19][CH3:20])[N:18]=[C:13]([NH:12][C:9]3[CH:8]=[CH:7][C:6]([O:5][C:4]4[CH:26]=[CH:27][CH:28]=[C:2]([F:1])[CH:3]=4)=[CH:11][CH:10]=3)[C:14]=2[C:24](=[O:25])[NH:23][CH:22]=1. Reported procedure: A 40 mL reaction vial was charged with 238d, (1.00 g, 2.53 mmol) in 15 mL of DMF. The mixture was gently heated until it became a clear solution, and allowed to cool down to room temperature. To the mixture was added N-bromosuccinimide (NBS, 498 mg, 2.80 mmol) and stirred for 1 h at rt. The solvent was removed under reduced pressure yielding the orange solid. The resulting solids were collected by filtration and washed acetonitrile to provide 1.04 g (87%) of the desired product 238e. Reactants: C1OC=2C=C(CN([C@@H](C(=O)O)C(C)C)S(=O)(=O)C3=C(C(=C(C=C3C)OC)C)C)C=CC2O1 (2(R)-[(3,4-methylenedioxybenzyl)-(4-methoxy-2,3,6-trimethyl-benzenesulfonyl)amino]-3-methylbutyric acid), C(C(=O)Cl)(=O)Cl (oxalyl chloride), C[Si](NO[Si](C)(C)C)(C)C (N,O-bis-trimethylsilylhydroxylamine), CN(C=O)C (dimethylformamide). Run in C(Cl)Cl (methylene chloride), CO (methanol). Conditions: time 4 hour. The product is ONC([C@@H](C(C)C)N(S(=O)(=O)C1=C(C(=C(C=C1C)OC)C)C)CC1=CC2=C(C=C1)OCO2)=O (N-hydroxy-2(R)-[(3,4-methylenedioxybenzyl)-(4-methoxy-2,3,6-trimethylbenzenesulfonyl)amino]-3-methylbutyramide). Isolated yield 62.4%. As a reaction SMILES: [CH2:1]1[O:32][C:31]2[CH:30]=[CH:29][C:5]([CH2:6][N:7]([S:15]([C:18]3[C:23]([CH3:24])=[CH:22][C:21]([O:25][CH3:26])=[C:20]([CH3:27])[C:19]=3[CH3:28])(=[O:17])=[O:16])[C@H:8]([CH:12]([CH3:14])[CH3:13])[C:9](O)=[O:10])=[CH:4][C:3]=2[O:2]1.C(Cl)(=O)C(Cl)=O.CN(C)C=O.C[Si](C)(C)[NH:46][O:47][Si](C)(C)C>C(Cl)Cl.CO>[OH:47][NH:46][C:9](=[O:10])[C@H:8]([N:7]([CH2:6][C:5]1[CH:29]=[CH:30][C:31]2[O:32][CH2:1][O:2][C:3]=2[CH:4]=1)[S:15]([C:18]1[C:23]([CH3:24])=[CH:22][C:21]([O:25][CH3:26])=[C:20]([CH3:27])[C:19]=1[CH3:28])(=[O:17])=[O:16])[CH:12]([CH3:14])[CH3:13]. Reported procedure: To a solution of 2(R)-[(3,4-methylenedioxybenzyl)-(4-methoxy-2,3,6-trimethyl-benzenesulfonyl)amino]-3-methylbutyric acid (3.82 g, 8.24 mmol) in dry methylene chloride (20 mL) was added oxalyl chloride (2.2 mL, 24.72 mmol) and a drop of dimethylformamide. The reaction mixture was stirred for 4 h and then concentrated. The residue was dissolved in methylene chloride (20 mL) and N,O-bis-trimethylsilylhydroxylamine (8.8 mL, 41.2 mmol) was added. After 4 h, methanol (1 mL) was added and the stirring ... Reactants: C1CCOC1, N, COC(=O)c1cccc2cn(-c3ccccc3)nc12. The product is NC(=O)c1cccc2cn(-c3ccccc3)nc12. Reaction SMILES: [CH2:21]1[O:22][CH2:23][CH2:24][CH2:25]1.[NH3:20].[c:1]1(-[n:7]2[n:8][c:9]3[c:10]([C:16]([O:18][CH3:17])=[O:19])[cH:11][cH:12][cH:13][c:14]3[cH:15]2)[cH:2][cH:3][cH:4][cH:5][cH:6]1>>[c:1]1(-[n:7]2[n:8][c:9]3[c:10]([C:16](=[O:18])[NH2:20])[cH:11][cH:12][cH:13][c:14]3[cH:15]2)[cH:2][cH:3][cH:4][cH:5][cH:6]1. Reactants: COc1ccc(Cn2ccc(C)c([N+](=O)[O-])c2=O)cc1, CCO. The product is COc1ccc(Cn2ccc(C)c(N)c2=O)cc1. Reaction SMILES: [CH3:1][O:2][c:3]1[cH:4][cH:5][c:6]([CH2:7][n:8]2[c:9](=[O:18])[c:10]([N+:15]([O-:16])=[O:17])[c:11]([CH3:14])[cH:12][cH:13]2)[cH:19][cH:20]1.[CH3:21][CH2:22][OH:23]>>[CH3:1][O:2][c:3]1[cH:4][cH:5][c:6]([CH2:7][n:8]2[c:9](=[O:18])[c:10]([NH2:15])[c:11]([CH3:14])[cH:12][cH:13]2)[cH:19][cH:20]1. Run in C(C)OCC (ethyl ether). As a reaction SMILES: [Cl:1][C:2]1[CH:3]=[C:4]([CH2:9][C:10]([O:12][CH2:13][CH3:14])=[O:11])[CH:5]=[C:6]([CH3:8])[CH:7]=1.[CH:15](OCC)=[O:16]>C(OCC)C>[O:16]=[CH:15][CH:9]([C:4]1[CH:5]=[C:6]([CH3:8])[CH:7]=[C:2]([Cl:1])[CH:3]=1)[C:10]([O:12][CH2:13][CH3:14])=[O:11]. Isolated yield 61.4%. Yields the product O=CC(C(=O)OCC)C1=CC(=CC(=C1)C)Cl (Ethyl 3-oxo-2-(3-chloro-5-methylphenyl)propionate). Procedure details: Prepared analogously to the method described in Example N(v) above from ethyl 3-chloro-5-methylphenylacetate (4.89 g; 23 mmol; from step (iv) above), ethyl formate (3.3 g; 41.4 mmol) and Na (0.63 g; 27.6 mmol; added in small lumps) in dry ethyl ether (50 mL) to yield 3.4 g (61%) of the sub-title compound as a clear oil which slowly crystallised on standing. Starting materials: ClC=1C=C(C=C(C1)C)CC(=O)OCC (Ethyl 3-chloro-5-methylphenylacetate), C(=O)OCC (ethyl formate), Na. Reactants: COC=1C=C2C=NC(=NC2=CC1OC)O (6,7-dimethoxy-2-hydroxyquinazoline), P(=O)(Cl)(Cl)Cl (Phosphorus oxychloride). The product is ClC1=NC2=CC(=C(C=C2C=N1)OC)OC (2-Chloro-6,7-dimethoxyquinazoline). The yield is 38.0%. Reaction SMILES: [CH3:1][O:2][C:3]1[CH:4]=[C:5]2[C:10](=[CH:11][C:12]=1[O:13][CH3:14])[N:9]=[C:8](O)[N:7]=[CH:6]2.P(Cl)(Cl)([Cl:18])=O>>[Cl:18][C:8]1[N:7]=[CH:6][C:5]2[C:10](=[CH:11][C:12]([O:13][CH3:14])=[C:3]([O:2][CH3:1])[CH:4]=2)[N:9]=1. Procedure details: Phosphorus oxychloride (50 ml) was added to 5.0 g of the 6,7-dimethoxy-2-hydroxyquinazoline synthesized in Referential Example 89. They were heated and reacted for 8 hours under reflux. After allowing the reaction mixture to cool down, phosphorus oxychloride was distilled off under reduced pressure and the residue was dissolved in dichloromethane. After washing the dichloromethane solution once with a saturated aqueous solution of sodium bicarbonate, once with water and then once with saturated ...